This data is from the Open Reaction Database (ORD), a public repository of structured organic reaction records. The task is: describe an organic reaction: reactants, conditions, products, and yield The reactants are C(C1=CC=CC=C1)(=O)C1=CC=C(C=C1)C1=CC=C(C=C1)C (4-benzoyl-4'-methylbiphenyl), BrN1C(CCC1=O)=O (N-bromosuccinimide). The reagents and catalysts are C(N(C)C)#N (azaisobutyronitrile). Run in C(Cl)(Cl)(Cl)Cl (carbon tetrachloride). Reaction conditions: time 4 hour. Product: C1(=CC=CC=C1)C(=O)C1=CC=C(C=C1)C1=CC=C(C=C1)CBr (4'-(bromomethyl)-4-biphenylyl phenyl ketone). Isolated yield 88.8%. Reaction SMILES: [C:1]([C:9]1[CH:14]=[CH:13][C:12]([C:15]2[CH:20]=[CH:19][C:18]([CH3:21])=[CH:17][CH:16]=2)=[CH:11][CH:10]=1)(=[O:8])[C:2]1[CH:7]=[CH:6][CH:5]=[CH:4][CH:3]=1.[Br:22]N1C(=O)CCC1=O>C(Cl)(Cl)(Cl)Cl.C(#N)N(C)C>[C:2]1([C:1]([C:9]2[CH:14]=[CH:13][C:12]([C:15]3[CH:16]=[CH:17][C:18]([CH2:21][Br:22])=[CH:19][CH:20]=3)=[CH:11][CH:10]=2)=[O:8])[CH:3]=[CH:4][CH:5]=[CH:6][CH:7]=1. Reported procedure: A mixture of 26.1 g of 4-benzoyl-4'-methylbiphenyl, 18.6 g of N-bromosuccinimide and 0.18 g of azaisobutyronitrile in 600 mL of carbon tetrachloride was heated to boiling for 4 hours. The brown solution obtained was filtered and evaporated. The residue was recrystallized from cyclohexane. There are obtained 29.9 g (89%) of 4'-(bromomethyl)-4-biphenylyl phenyl ketone as colorless crystals with a m.p. of 110°-112° C. Reactants: FC1=CC=C(N)C=C1 (4-flouroaniline), [I-].[Na+] (sodium iodide), I (HI), ClC=1C2=C(N=CN1)CN(CC2)C2=NC=CC=C2Cl (4-Chloro-7-(3-chloro-pyridin-2-yl)-5,6,7,8-tetrahydro-pyrido[3,4-d]pyrimidine). The solvent is C(C)#N (acetonitrile). Reaction conditions: temperature 130 celsius. Product: ClC=1C(=NC=CC1)N1CC=2N=CN=C(C2CC1)NC1=CC=C(C=C1)F (7-(3-Chloropyridin-2-yl)-N-(4-fluorophenyl)-5,6,7,8-tetrahydropyrido[3,4-d]pyrimidin-4-amine). The yield is 42.6%. RXN SMILES: Cl[C:2]1[C:3]2[CH2:11][CH2:10][N:9]([C:12]3[C:17]([Cl:18])=[CH:16][CH:15]=[CH:14][N:13]=3)[CH2:8][C:4]=2[N:5]=[CH:6][N:7]=1.[F:19][C:20]1[CH:26]=[CH:25][C:23]([NH2:24])=[CH:22][CH:21]=1.[I-].[Na+].I>C(#N)C>[Cl:18][C:17]1[C:12]([N:9]2[CH2:10][CH2:11][C:3]3[C:2]([NH:24][C:23]4[CH:25]=[CH:26][C:20]([F:19])=[CH:21][CH:22]=4)=[N:7][CH:6]=[N:5][C:4]=3[CH2:8]2)=[N:13][CH:14]=[CH:15][CH:16]=1 |f:2.3|. Procedure: 4-Chloro-7-(3-chloro-pyridin-2-yl)-5,6,7,8-tetrahydro-pyrido[3,4-d]pyrimidine (100 mg, 0.35 mmol) was dissolved in acetonitrile (2 mL). To the mixture was added 4-flouroaniline (0.067 mL, 0.71 mmol), sodium iodide (80 mg, 0.53 mmol) and HI (47%, 0.2 mL). The mixture was heated in a sealed tube at 130° C. for 10 minutes in a Personal Chemistry Microwave (Smith Creator). The solvent was removed under vacuum and the resulting orange residue dissolved in ethyl acetate and washed with saturated sodiu... Reactants: C, CO, O=[N+]([O-])c1ccc(CP2(=O)OCCO2)cc1, [Pd]. The product is Nc1ccc(CP2(=O)OCCO2)cc1. RXN SMILES: [C:17].[CH3:19][OH:20].[N+:1]([O-:2])(=[O:3])[c:4]1[cH:5][cH:6][c:7]([CH2:8][P:9]2(=[O:14])[O:10][CH2:11][CH2:12][O:13]2)[cH:15][cH:16]1.[Pd:18]>>[NH2:1][c:4]1[cH:5][cH:6][c:7]([CH2:8][P:9]2(=[O:14])[O:10][CH2:11][CH2:12][O:13]2)[cH:15][cH:16]1. The reactants are FC1=C(C=CC(=C1)C(CCC(=O)O)=O)C1=CC=CC=C1 (4-(2-fluoro-4-biphenylyl)-4-oxo-butyric acid). Run in C1=CC=CC=C1 (benzene). The product is FC1=C(C=CC(=C1)C(CCC(=O)O)O)C1=CC=CC=C1 (4-(2-Fluoro-4-biphenylyl)-4-hydroxy-butyric acid). Yield: 74.0%. Reaction SMILES: [F:1][C:2]1[CH:7]=[C:6]([C:8](=[O:14])[CH2:9][CH2:10][C:11]([OH:13])=[O:12])[CH:5]=[CH:4][C:3]=1[C:15]1[CH:20]=[CH:19][CH:18]=[CH:17][CH:16]=1>C1C=CC=CC=1>[F:1][C:2]1[CH:7]=[C:6]([CH:8]([OH:14])[CH2:9][CH2:10][C:11]([OH:13])=[O:12])[CH:5]=[CH:4][C:3]=1[C:15]1[CH:16]=[CH:17][CH:18]=[CH:19][CH:20]=1. Procedure: Prepared analogous to Example 25 from 4-(2-fluoro-4-biphenylyl)-4-oxo-butyric acid. Yield: 74% of theory, m.p. 133°-135° C. (from benzene). Run in C(Cl)Cl (methylene chloride). The product is I.C(C)OC(=O)C(=N)SCC (ethyl ethoxycarbonylformthioimidate hydrogen iodide). Reaction conditions: time 5 hour. Procedure details: 4.0 g of ethyl 2-thiooxamate was dissolved in 70 ml of methylene chloride in a nitrogen atmosphere. To this solution, 5.2 g of ethyl iodide was added dropwise at room temperature. After completion of the dropwise addition, the mixture was reacted with stirring for an additional 5 hours to obtain ethyl ethoxycarbonylformthioimidate hydrogen iodide [H5C2O2CC(SC2H5)=NH.HI]. Then, the methylene chloride was evaporated off under reduced pressure, and the residue was mixed with 35 ml of acetic acid, 4... Starting materials: CCOC(=O)C(=S)N (ethyl 2-thiooxamate), C(C)I (ethyl iodide). RXN SMILES: [CH3:1][CH2:2][O:3][C:4]([C:6]([NH2:8])=[S:7])=[O:5].[CH2:9]([I:11])[CH3:10]>C(Cl)Cl>[IH:11].[CH2:2]([O:3][C:4]([C:6]([S:7][CH2:9][CH3:10])=[NH:8])=[O:5])[CH3:1] |f:3.4|. The reactants are CC1=C(C(=O)Cl)C=CC(=C1)C(=O)Cl (mono-methyl terephthaloyl chloride), CN(CCN)C (N,N-dimethylethylenediamine), C(Cl)Cl (methylene chloride), C(O)([O-])=O.[Na+] (sodium hydrogencarbonate). Solvent: C(C)(=O)OCC (ethyl acetate). The product is CN(CCNC(=O)C1=CC=C(C(=O)OC)C=C1)C (methyl 4-[[[2-(dimethylamino)-ethyl]amino]carbonyl]benzoate). Isolated yield 70.0%. Reaction SMILES: C[C:2]1[CH:10]=[C:9](C(Cl)=O)[CH:8]=[CH:7][C:3]=1[C:4](Cl)=[O:5].[CH3:14][N:15]([CH3:19])[CH2:16][CH2:17][NH2:18].[C:20](=[O:23])([O-])[OH:21].[Na+].[CH2:25](Cl)Cl>C(OCC)(=O)C>[CH3:14][N:15]([CH3:19])[CH2:16][CH2:17][NH:18][C:4]([C:3]1[CH:7]=[CH:8][C:9]([C:20]([O:21][CH3:25])=[O:23])=[CH:10][CH:2]=1)=[O:5] |f:2.3|. Reported procedure: A solution of mono-methyl terephthaloyl chloride (500 mg), N,N-dimethylethylenediamine (178 mg) and diisoprpylethylamine (650 mg) in methylene chloride (5.0 mL) is stirred at room temperature overnight. The reaction mixture is diluted with ethyl acetate and thereto is added a saturated sodium hydrogencarbonate solution. After stirring, the organic layer is separated and concentrated in vacuo. The residue is purified by flash column chromatography on NH-silica gel (Solvent; n-hexane:ethyl acetate... Reactants: CC(=O)O, [Fe], O=[N+]([O-])c1cccc2oc(C(F)(F)F)nc12. Yields the product Nc1cccc2oc(C(F)(F)F)nc12. As a reaction SMILES: [C:17]([OH:18])(=[O:19])[CH3:20].[Fe:21].[N+:1]([O-:2])(=[O:3])[c:4]1[cH:5][cH:6][cH:7][c:8]2[c:9]1[n:10][c:11]([C:13]([F:14])([F:15])[F:16])[o:12]2>>[NH2:1][c:4]1[cH:5][cH:6][cH:7][c:8]2[c:9]1[n:10][c:11]([C:13]([F:14])([F:15])[F:16])[o:12]2. Starting materials: IC1=C(C(C(=O)O)=CC(=C1)I)O (3,5-diiodosalicylic acid), NC1=CC(=C(C(=C1)C)C(=C)C1=CC=C(C=C1)Cl)Cl (1-(4-amino-2-chloro-6-methylphenyl)-1-(4-chlorophenyl)ethylene), P(Cl)(Cl)Cl (phosphorus trichloride). Yields the product ClC=1C=C(C=C(C1C(=C)C1=CC=C(C=C1)Cl)C)NC(C1=C(C(=CC(=C1)I)I)O)=O (N-[3-chloro-5-methyl-4-[1-(4-chlorophenyl)ethenyl]phenyl]-3,5-diiodo-2-hydroxybenzamide). As a reaction SMILES: [I:1][C:2]1[CH:10]=[C:9]([I:11])[CH:8]=[C:4]([C:5]([OH:7])=O)[C:3]=1[OH:12].[NH2:13][C:14]1[CH:19]=[C:18]([CH3:20])[C:17]([C:21]([C:23]2[CH:28]=[CH:27][C:26]([Cl:29])=[CH:25][CH:24]=2)=[CH2:22])=[C:16]([Cl:30])[CH:15]=1.P(Cl)(Cl)Cl>>[Cl:30][C:16]1[CH:15]=[C:14]([NH:13][C:5](=[O:7])[C:4]2[CH:8]=[C:9]([I:11])[CH:10]=[C:2]([I:1])[C:3]=2[OH:12])[CH:19]=[C:18]([CH3:20])[C:17]=1[C:21]([C:23]1[CH:28]=[CH:27][C:26]([Cl:29])=[CH:25][CH:24]=1)=[CH2:22]. Reported procedure: Using the reaction sequence of Example 4, 3,5-diiodosalicylic acid is reacted with 1-(4-amino-2-chloro-6-methylphenyl)-1-(4-chlorophenyl)ethylene in the presence of phosphorus trichloride to give N-[3-chloro-5-methyl-4-[1-(4-chlorophenyl)ethenyl]phenyl]-3,5-diiodo-2-hydroxybenzamide. The benzophenone used as starting material for the Wittig reaction was prepared by reacting 4-chlorobenzyl cyanide with 3-chloro-5-methyl-1-nitrobenzene followed by oxidation with alkaline peroxide as known in the l... Starting materials: FCCCOC(=O)C1=NC=C(N=C1N(C(=O)OC(C)(C)C)C(=O)OC(C)(C)C)OCCCF (3-(di-tert-butoxycarbonyl-amino)-5-(3-fluoro-propoxy)-pyrazine-2-carboxylic acid 3-fluoro-propyl ester), COC(=O)C1=NC=C(N=C1N(C(=O)OC(C)(C)C)C(=O)OC(C)(C)C)OCCCF (3-(di-tert-butoxycarbonyl-amino)-5-(3-fluoro-propoxy)-pyrazine-2-carboxylic acid methyl ester), [Li+].[OH-] (LiOH), Cl (HCl). Run in C1CCOC1 (THF), C1(=CC=CC=C1)C (toluene). Conditions: time 5.5 hour. Product: C(C)(C)(C)OC(=O)N(C=1C(=NC=C(N1)OCCCF)C(=O)O)C(=O)OC(C)(C)C (3-(Di-tert-butoxycarbonyl-amino)-5-(3-fluoro-propoxy)-pyrazine-2-carboxylic acid), [Cl-].[Li+] (lithium chloride). RXN SMILES: FCCC[O:5][C:6]([C:8]1[C:13]([N:14]([C:22]([O:24][C:25]([CH3:28])([CH3:27])[CH3:26])=[O:23])[C:15]([O:17][C:18]([CH3:21])([CH3:20])[CH3:19])=[O:16])=[N:12][C:11]([O:29][CH2:30][CH2:31][CH2:32][F:33])=[CH:10][N:9]=1)=[O:7].COC(C1C(N(C(OC(C)(C)C)=O)C(OC(C)(C)C)=O)=NC(OCCCF)=CN=1)=O.[Li+:64].[OH-].[ClH:66]>C1COCC1.C1(C)C=CC=CC=1>[C:25]([O:24][C:22]([N:14]([C:15]([O:17][C:18]([CH3:21])([CH3:20])[CH3:19])=[O:16])[C:13]1[C:8]([C:6]([OH:7])=[O:5])=[N:9][CH:10]=[C:11]([O:29][CH2:30][CH2:31][CH2:32][F:33])[N:12]=1)=[O:23])([CH3:28])([CH3:27])[CH3:26].[Cl-:66].[Li+:64] |f:2.3,8.9|. Procedure details: To a solution of 3-(di-tert-butoxycarbonyl-amino)-5-(3-fluoro-propoxy)-pyrazine-2-carboxylic acid 3-fluoro-propyl ester and 3-(di-tert-butoxycarbonyl-amino)-5-(3-fluoro-propoxy)-pyrazine-2-carboxylic acid methyl ester (395 mg, 0.92 mmol) in THF (10 ml) was added 0.5N LiOH (2.02 ml, 1.01 mmol) and the mixture was stirred for 5.5 h. To the reaction mixture was added 1N HCl (0.92 ml, 0.92 mmol) after stirring for 5 min toluene was added and the solvents were evaporated to provide the title compound... The reactants are C(C)OC(C(C=1SC=CC1)=O)=O (oxo-thiophen-2-yl-acetic acid ethyl ester), CC(CCNN)C ((3-Methyl-butyl)-hydrazine). Run in C(C)O (ethanol). Conditions: temperature 80 celsius, time 13.5 hour. The product is C(C)OC(C(C=1SC=CC1)=NNCCC(C)C)=O ([(3-Methyl-butyl)-hydrazono]-thiophen-2-yl-acetic acid ethyl ester). Isolated yield 47.1%. As a reaction SMILES: [CH2:1]([O:3][C:4](=[O:12])[C:5](=O)[C:6]1[S:7][CH:8]=[CH:9][CH:10]=1)[CH3:2].[CH3:13][CH:14]([CH3:19])[CH2:15][CH2:16][NH:17][NH2:18]>C(O)C>[CH2:1]([O:3][C:4](=[O:12])[C:5](=[N:18][NH:17][CH2:16][CH2:15][CH:14]([CH3:19])[CH3:13])[C:6]1[S:7][CH:8]=[CH:9][CH:10]=1)[CH3:2]. Procedure details: To a solution of oxo-thiophen-2-yl-acetic acid ethyl ester (1d) (3.97 g, 21.6 mmol) in absolute ethanol (100 mL), (3-Methyl-butyl)-hydrazine (2b) (2.0 g, 19.6 mmol) was added. The mixture was stirred at 80° C. under N2 atmosphere for 2-25 hours. The reaction mixture was concentrated under reduced pressure and the residue was purified by flash chromatography on silica gel to give the desired product (3d) (2.48 g) that was directly used in the next step. LC-MS (ESI+): m/e 269.2 [M+1]+, 537.4 [2M+1...